This data is from the Open Reaction Database (ORD), a public repository of structured organic reaction records. The task is: describe an organic reaction: reactants, conditions, products, and yield Reactants: [N+](=O)([O-])C1=CC=C(C2=CC=CC=C12)N=C=S (4-Nitro-1-naphthyl isothiocyanate), (1S)-1-(chloromethyl)-2-methylbutanammonium chloride, OC[C@H](C(CC)C)N ((1S)-1-(Hydroxymethyl)-2-methylbutylamine), (1S)-1-(chloromethyl)-2-methylbutanammonium chloride, [N+](=O)([O-])C1=CC=C(C2=CC=CC=C12)N (4-Nitro-1-naphthylamine), COC([C@@H](N)[C@@H](C)CC)=O ((L)-isoleucine methyl ester), OCCN (2-hydroxyethylamine), [N+](=O)([O-])C1=CC=C(C2=CC=CC=C12)N=C=S (4-nitro-1-naphthyl isothiocyanate). Product: [N+](=O)([O-])C1=CC=C(C2=CC=CC=C12)N=C1SC[C@@H](N1)C(C)CC ((4S)-2-(4-nitro-1-naphthylimino)-4-(2-butyl)-1,3-thiazolidine). RXN SMILES: OC[C@@H](N)C(C)CC.COC(=O)[C@H]([C@H](CC)C)N.OCCN.[N+:23]([C:26]1[C:35]2[C:30](=[CH:31][CH:32]=[CH:33][CH:34]=2)[C:29]([NH2:36])=[CH:28][CH:27]=1)([O-:25])=[O:24].[N+](C1[C:49]2[C:44](=[CH:45]C=C[CH:48]=2)[C:43]([N:50]=[C:51]=[S:52])=[CH:42]C=1)([O-])=O>>[N+:23]([C:26]1[C:35]2[C:30](=[CH:31][CH:32]=[CH:33][CH:34]=2)[C:29]([N:36]=[C:51]2[NH:50][C@@H:43]([CH:44]([CH2:49][CH3:48])[CH3:45])[CH2:42][S:52]2)=[CH:28][CH:27]=1)([O-:25])=[O:24]. Procedure: (1S)-1-(Hydroxymethyl)-2-methylbutylamine was made from (L)-isoleucine methyl ester as described in Method B1b. The 2-hydroxyethylamine was converted to (1S)-1-(chloromethyl)-2-methylbutanammonium chloride as described in Method B7a. 4-Nitro-1-naphthylamine was converted to 4-nitro-1-naphthyl isothiocyanate according to Method A2b. 4-Nitro-1-naphthyl isothiocyanate was reacted with (1S)-1-(chloromethyl)-2-methylbutanammonium chloride to Method C1a to give (4S)-2-(4-nitro-1-naphthylimino)-4-(2-bu... Starting materials: CC=1N=C(SC1CCO)C1=CC=CC=C1 (2-(4-methyl-2-phenyl-thiazol-5-yl)-ethanol), C1(=CC=CC=C1)P(C1=CC=CC=C1)C1=CC=CC=C1 (triphenylphosphine), N(=NC(=O)OC(C)(C)C)C(=O)OC(C)(C)C (di-tert-butyl azodicarboxylate), C(C)(C)(C)OC(CN1C=CC2=CC=C(C=C12)O)=O ((6-hydroxy-indol-1-yl)-acetic acid tert-butyl ester). The product is C(C)(C)(C)OC(CN1C=CC2=CC=C(C=C12)OCCC1=C(N=C(S1)C1=CC=CC=C1)C)=O ({6-[2-(4-methyl-2-phenyl-thiazol-5-yl)-ethoxy]-indol-1-yl}-acetic acid tert-butyl ester). As a reaction SMILES: [C:1]([O:5][C:6](=[O:18])[CH2:7][N:8]1[C:16]2[C:11](=[CH:12][CH:13]=[C:14]([OH:17])[CH:15]=2)[CH:10]=[CH:9]1)([CH3:4])([CH3:3])[CH3:2].[CH3:19][C:20]1[N:21]=[C:22]([C:28]2[CH:33]=[CH:32][CH:31]=[CH:30][CH:29]=2)[S:23][C:24]=1[CH2:25][CH2:26]O.C1(P(C2C=CC=CC=2)C2C=CC=CC=2)C=CC=CC=1.N(C(OC(C)(C)C)=O)=NC(OC(C)(C)C)=O>>[C:1]([O:5][C:6](=[O:18])[CH2:7][N:8]1[C:16]2[C:11](=[CH:12][CH:13]=[C:14]([O:17][CH2:26][CH2:25][C:24]3[S:23][C:22]([C:28]4[CH:33]=[CH:32][CH:31]=[CH:30][CH:29]=4)=[N:21][C:20]=3[CH3:19])[CH:15]=2)[CH:10]=[CH:9]1)([CH3:4])([CH3:2])[CH3:3]. Procedure details: In analogy to the procedure described in example 3 c], (6-hydroxy-indol-1-yl)-acetic acid tert-butyl ester (example 6 b]) was reacted with 2-(4-methyl-2-phenyl-thiazol-5-yl)-ethanol [U. H. Lindberg, G. Bexell, B. Ulff, Acta Pharmaceutica Suecica 1971, 8, 49-58] in the presence of triphenylphosphine and di-tert-butyl azodicarboxylate to yield {6-[2-(4-methyl-2-phenyl-thiazol-5-yl)-ethoxy]-indol-1-yl}-acetic acid tert-butyl ester as colorless oil. The reactants are C([O-])([O-])=O.[Na+].[Na+] (sodium carbonate), C(C)(=O)OCC (ethyl acetate), FC=1C=C(C=CC1)C(COC)(O)C1=CC(=CC=C1)F (1,1-bis-(3-fluorophenyl)-2-methoxyethanol). Solvent: C(=O)O (formic acid). Product: FC=1C=C(C=CC1)C(C=O)C1=CC(=CC=C1)F (bis-(3-fluorophenyl)acetaldehyde). The yield is 104.9%. RXN SMILES: [F:1][C:2]1[CH:3]=[C:4]([C:8]([C:13]2[CH:18]=[CH:17][CH:16]=[C:15]([F:19])[CH:14]=2)(O)[CH2:9][O:10]C)[CH:5]=[CH:6][CH:7]=1.C(=O)([O-])[O-].[Na+].[Na+].C(OCC)(=O)C>C(O)=O>[F:1][C:2]1[CH:3]=[C:4]([CH:8]([C:13]2[CH:18]=[CH:17][CH:16]=[C:15]([F:19])[CH:14]=2)[CH:9]=[O:10])[CH:5]=[CH:6][CH:7]=1 |f:1.2.3|. Procedure details: A solution of 1,1-bis-(3-fluorophenyl)-2-methoxyethanol (156.7 g) (obtained by reaction of (3-fluorophenyl)magnesium bromide on methyl 2-methoxyacetate in THF) in formic acid (160 cc) is refluxed for 16 hours, cooled and poured into a mixture of saturated sodium carbonate solution (800 cc) and ethyl acetate (500 cc). The organic phase is washed with water (2×500 cc) and with saturated sodium chloride solution (500 cc) and then dried and concentrated to dryness under reduced pressure (2.7 kPa) to...